Dataset: the Open Reaction Database (ORD), a public repository of structured organic reaction records. Task: describe an organic reaction: reactants, conditions, products, and yield Starting materials: ice water, ClC=1C=C(C=CC1F)C1=NC2=CC=C(C=C2C(N1CC(=O)NC(C)C)=O)O (2-[2-(3-chloro-4-fluorophenyl)-6-hydroxy-4-oxo-4H-quinazolin-3-yl]-N-isopropylacetamide), BrCCCCl (3-bromo-1-chloropropane), C(=O)([O-])[O-].[K+].[K+] (K2CO3). Solvent: C(C)#N (acetonitrile). Yields the product ClC=1C=C(C=CC1F)C1=NC2=CC=C(C=C2C(N1CC(=O)NC(C)C)=O)OCCCCl (2-[2-(3-chloro-4-fluorophenyl)-6-(3-chloropropoxy)-4-oxo-4H-quinazolin-3-yl]-N-isopropylacetamide). Yield: 87.5%. Reaction SMILES: [Cl:1][C:2]1[CH:3]=[C:4]([C:9]2[N:18]([CH2:19][C:20]([NH:22][CH:23]([CH3:25])[CH3:24])=[O:21])[C:17](=[O:26])[C:16]3[C:11](=[CH:12][CH:13]=[C:14]([OH:27])[CH:15]=3)[N:10]=2)[CH:5]=[CH:6][C:7]=1[F:8].Br[CH2:29][CH2:30][CH2:31][Cl:32].C([O-])([O-])=O.[K+].[K+]>C(#N)C>[Cl:1][C:2]1[CH:3]=[C:4]([C:9]2[N:18]([CH2:19][C:20]([NH:22][CH:23]([CH3:24])[CH3:25])=[O:21])[C:17](=[O:26])[C:16]3[C:11](=[CH:12][CH:13]=[C:14]([O:27][CH2:29][CH2:30][CH2:31][Cl:32])[CH:15]=3)[N:10]=2)[CH:5]=[CH:6][C:7]=1[F:8] |f:2.3.4|. Procedure: A mixture of 2-[2-(3-chloro-4-fluorophenyl)-6-hydroxy-4-oxo-4H-quinazolin-3-yl]-N-isopropylacetamide (INTERMEDIATE IV.1) (373 mg, 0.96 mmol), 3-bromo-1-chloropropane (0.28 mL, 2.87 mmol) and K2CO3 (662 mg, 4.80 mmol) in acetonitrile (5 mL) was heated at reflux temperature for 24 h. The mixture was cooled to room temperature and then poured into ice water (40 mL). The resultant white solid was collected by filtration and washed with additional portions of cold water (3×20 mL) followed by washing ... Reactants: CC(C)(C)[Si](C)(C)OC1CC2CNc3ccccc3C(=O)N2C1, O=C(O)c1ccc(NC(=O)c2ccccc2-c2ccccc2)cc1. Yields the product CC(C)(C)[Si](C)(C)OC1CC2CN(C(=O)c3ccc(NC(=O)c4ccccc4-c4ccccc4)cc3)c3ccccc3C(=O)N2C1. As a reaction SMILES: [C:1]([CH3:2])([CH3:3])([CH3:4])[Si:5]([O:6][CH:7]1[CH2:8][CH:9]2[CH2:10][NH:11][c:12]3[c:13]([cH:18][cH:19][cH:20][cH:21]3)[C:14](=[O:17])[N:15]2[CH2:16]1)([CH3:22])[CH3:23].[c:24]1(-[c:30]2[c:31]([C:32](=[O:33])[NH:34][c:35]3[cH:36][cH:37][c:38]([C:39](=[O:40])[OH:41])[cH:42][cH:43]3)[cH:44][cH:45][cH:46][cH:47]2)[cH:25][cH:26][cH:27][cH:28][cH:29]1>>[C:1]([CH3:2])([CH3:3])([CH3:4])[Si:5]([O:6][CH:7]1[CH2:8][CH:9]2[CH2:10][N:11]([C:39]([c:38]3[cH:37][cH:36][c:35]([NH:34][C:32]([c:31]4[c:30](-[c:24]5[cH:25][cH:26][cH:27][cH:28][cH:29]5)[cH:47][cH:46][cH:45][cH:44]4)=[O:33])[cH:43][cH:42]3)=[O:40])[c:12]3[c:13]([cH:18][cH:19][cH:20][cH:21]3)[C:14](=[O:17])[N:15]2[CH2:16]1)([CH3:22])[CH3:23]. The reactants are CO, Cc1cc(C)c(N)c(C)c1, CC(C)C=O, O=CO. Yields the product Cc1cc(C)c(N=CC(C)C)c(C)c1. As a reaction SMILES: [CH3:16][OH:17].[CH3:1][c:2]1[c:3]([NH2:4])[c:5]([CH3:10])[cH:6][c:7]([CH3:9])[cH:8]1.[CH:11]([CH:12]([CH3:13])[CH3:14])=[O:15].[CH:18]([OH:19])=[O:20]>>[CH3:1][c:2]1[c:3]([N:4]=[CH:11][CH:12]([CH3:13])[CH3:14])[c:5]([CH3:10])[cH:6][c:7]([CH3:9])[cH:8]1. The reactants are C(C)(=O)O[C@H]1[C@@H](O[C@@H]([C@H]([C@@H]1OC(C)=O)OC(C)=O)COC(C)=O)OC1=CC=CC2=C1C(=CO2)CCC2=CC=C(C=C2)OCCCOS(=O)(=O)C (4-(2,3,4,6-tetra-O-acetyl-β-D-glucopyranosyloxy)-3-(2-{4-[3-(methanesulfonyloxy)propoxy]phenyl}ethyl)benzofuran), [I-].[Na+] (sodium iodide), NCCO (2-aminoethanol). The solvent is C(C)#N (acetonitrile), C(C)O (ethanol). Run at time 1 hour. The product is [C@@H]1([C@H](O)[C@@H](O)[C@H](O)[C@H](O1)CO)OC1=CC=CC2=C1C(=CO2)CCC2=CC=C(C=C2)OCCCNCCO (4-(β-D-Glucopyranosyloxy)-3-(2-(4-[3-(2-hydroxyethylamino)propoxy]phenyl)ethyl)benzofuran). Reaction SMILES: C([O:4][C@@H:5]1[C@@H:10]([O:11]C(=O)C)[C@H:9]([O:15]C(=O)C)[C@@H:8]([CH2:19][O:20]C(=O)C)[O:7][C@H:6]1[O:24][C:25]1[C:30]2[C:31]([CH2:34][CH2:35][C:36]3[CH:41]=[CH:40][C:39]([O:42][CH2:43][CH2:44][CH2:45]OS(C)(=O)=O)=[CH:38][CH:37]=3)=[CH:32][O:33][C:29]=2[CH:28]=[CH:27][CH:26]=1)(=O)C.[NH2:51][CH2:52][CH2:53][OH:54].[I-].[Na+]>C(#N)C.C(O)C>[C@@H:6]1([O:24][C:25]2[C:30]3[C:31]([CH2:34][CH2:35][C:36]4[CH:37]=[CH:38][C:39]([O:42][CH2:43][CH2:44][CH2:45][NH:51][CH2:52][CH2:53][OH:54])=[CH:40][CH:41]=4)=[CH:32][O:33][C:29]=3[CH:28]=[CH:27][CH:26]=2)[O:7][C@H:8]([CH2:19][OH:20])[C@@H:9]([OH:15])[C@H:10]([OH:11])[C@H:5]1[OH:4] |f:2.3|. Procedure details: To a solution of 4-(2,3,4,6-tetra-O-acetyl-β-D-glucopyranosyloxy)-3-(2-[4-(3-hydroxypropoxy)phenyl]ethyl)benzofuran (0.23 g) and triethylamine (0.1 mL) in dichloromethane (6 mL) was added methanesulfonyl chloride (0.042 mL) under ice-cooling, and the mixture was stirred at room temperature for 2 hours. The reaction mixture was poured into 0.5 mol/L hydrochloric acid, and the resulting mixture was extracted with ethyl acetate. The extract was washed with water and brine, and dried over anhydrous ... Starting materials: ClC1=C2C3=CC(CCC3(CC2=CC(=C1Cl)OCC(=O)OC)C=C)=O (Methyl [(5,6-dichloro-3-oxo-9a-vinyl-1,2,9,9a-tetrahydro-3H-fluoren-7-yl)oxy]acetate), [OH-].[Na+] (sodium hydroxide). The solvent is CO (methanol). Yields the product ClC1=C2C3=CC(CCC3(CC2=CC(=C1Cl)OCC(=O)O)C=C)=O ([(5,6-dichloro-3-oxo-9a-vinyl-1,2,9,9a-tetrahydro-3H-fluoren-7-yl)oxy]acetic acid). As a reaction SMILES: [Cl:1][C:2]1[C:14]([Cl:15])=[C:13]([O:16][CH2:17][C:18]([O:20]C)=[O:19])[CH:12]=[C:11]2[C:3]=1[C:4]1[C:9]([CH:22]=[CH2:23])([CH2:10]2)[CH2:8][CH2:7][C:6](=[O:24])[CH:5]=1.[OH-].[Na+]>CO>[Cl:1][C:2]1[C:14]([Cl:15])=[C:13]([O:16][CH2:17][C:18]([OH:20])=[O:19])[CH:12]=[C:11]2[C:3]=1[C:4]1[C:9]([CH:22]=[CH2:23])([CH2:10]2)[CH2:8][CH2:7][C:6](=[O:24])[CH:5]=1 |f:1.2|. Reported procedure: Methyl [(5,6-dichloro-3-oxo-9a-vinyl-1,2,9,9a-tetrahydro-3H-fluoren-7-yl)oxy]acetate (4.0 gm., 0.011 mole) is added to a solution composed of 20% aqueous sodium hydroxide solution (4.32 ml., 0.022 mole) and methanol (45 ml.). The mixture is stirred and heated at reflux for two hours and then concentrated in vacuo at 50° C. The residue is dissolved in water (50 ml.) and made acid to Congo red paper with 6 normal hydrochloric acid. The solid that separates is removed by filtration, washed with wat... Starting materials: Br.BrCC(=O)C=1N=C(SC1)NC(=N)N (2-bromo-1-(2-guanidino-4-thiazolyl)ethanone hydrobromide), NC(=S)N (thiourea). Run in CN(C=O)C (dimethylformamide). Product: Br.Br.N(C(=N)N)C=1SC=C(N1)C=1N=C(SC1)N (2-guanidino-4-(2-amino-4-thiazolyl)thiazole dihydrobromide). Yield: 74.0%. Reaction SMILES: [BrH:1].[Br:2][CH2:3][C:4]([C:6]1[N:7]=[C:8]([NH:11][C:12]([NH2:14])=[NH:13])[S:9][CH:10]=1)=O.[NH2:15][C:16]([NH2:18])=[S:17]>CN(C)C=O>[BrH:2].[BrH:1].[NH:11]([C:8]1[S:9][CH:10]=[C:6]([C:4]2[N:15]=[C:16]([NH2:18])[S:17][CH:3]=2)[N:7]=1)[C:12]([NH2:14])=[NH:13] |f:0.1,4.5.6|. Procedure details: A solution of 688 mg (2.0 mmol) of 2-bromo-1-(2-guanidino-4-thiazolyl)ethanone hydrobromide and 183 mg of thiourea in 5 ml of dimethylformamide was stirred at room temperature. After a short time, a solid began to precipitate. After a total of four hours, the solid was collected by filtration, washed with ethyl acetate, and dried, thereby affording 595 mg (74%) of 2-guanidino-4-(2-amino-4-thiazolyl)thiazole dihydrobromide as a white powder; mp 320° (dec); mass spectrum parent of 240. This materi... The reactants are COC(=O)c1c2ccc([N+](=O)[O-])cc2nn1C, COC(=O)c1nn(C)c2cc([N+](=O)[O-])ccc12, CCO, Cl, [Na+], [OH-], O. Yields the product Cn1nc2cc([N+](=O)[O-])ccc2c1C(=O)O. RXN SMILES: [CH3:18][n:19]1[n:20][c:21]2[cH:22][c:23]([N+:32](=[O:33])[O-:34])[cH:24][cH:25][c:26]2[c:27]1[C:28](=[O:29])[O:30][CH3:31].[CH3:1][n:2]1[c:3]2[c:4]([cH:5][cH:6][c:7]([N+:8]([O-:9])=[O:10])[cH:11]2)[c:12]([C:13]([O:14][CH3:15])=[O:16])[n:17]1.[CH3:38][CH2:39][OH:40].[ClH:37].[Na+:36].[OH-:35].[OH2:41]>>[CH3:18][n:19]1[n:20][c:21]2[cH:22][c:23]([N+:32](=[O:33])[O-:34])[cH:24][cH:25][c:26]2[c:27]1[C:28](=[O:29])[OH:30].